Dataset: the Open Reaction Database (ORD), a public repository of structured organic reaction records. Task: describe an organic reaction: reactants, conditions, products, and yield Reactants: N1=CC=CC2=CC=CC=C12 (Quinoline), Cl (HCl), OB(C=1C=C(C(=O)O)C=CC1F)O (3-Dihydroxylboranyl-4-fluoro-benzoic acid), C(=O)([O-])[O-].[Na+].[Na+] (Na2CO3), C(CC)O (propanol). The reagents and catalysts are C=1C=CC(=CC1)[P](C=2C=CC=CC2)(C=3C=CC=CC3)[Pd]([P](C=4C=CC=CC4)(C=5C=CC=CC5)C=6C=CC=CC6)([P](C=7C=CC=CC7)(C=8C=CC=CC8)C=9C=CC=CC9)[P](C=1C=CC=CC1)(C=1C=CC=CC1)C=1C=CC=CC1 (Pd(PPh3)4). The solvent is [NH4+].[Cl-] (NH4Cl). The product is FC1=C(C=C(C(=O)O)C=C1)C=1C=C(C=C2C=CC=NC12)C(C)C (4-Fluoro-3-(6-isopropyl-quinolin-8-yl)-benzoic acid). RXN SMILES: [N:1]1[C:10]2[C:5](=[CH:6][CH:7]=[CH:8][CH:9]=2)[CH:4]=[CH:3][CH:2]=1.OB(O)[C:13]1[CH:14]=[C:15]([CH:19]=[CH:20][C:21]=1[F:22])[C:16]([OH:18])=[O:17].C([O-])([O-])=O.[Na+].[Na+].Cl.[CH2:31](O)[CH2:32][CH3:33]>[NH4+].[Cl-].C1C=CC([P]([Pd]([P](C2C=CC=CC=2)(C2C=CC=CC=2)C2C=CC=CC=2)([P](C2C=CC=CC=2)(C2C=CC=CC=2)C2C=CC=CC=2)[P](C2C=CC=CC=2)(C2C=CC=CC=2)C2C=CC=CC=2)(C2C=CC=CC=2)C2C=CC=CC=2)=CC=1>[F:22][C:21]1[CH:20]=[CH:19][C:15]([C:16]([OH:18])=[O:17])=[CH:14][C:13]=1[C:9]1[CH:8]=[C:7]([CH:32]([CH3:33])[CH3:31])[CH:6]=[C:5]2[C:10]=1[N:1]=[CH:2][CH:3]=[CH:4]2 |f:2.3.4,7.8,^1:40,42,61,80|. Procedure details: A mixture of Quinoline 1 (1.0 eq), the 3-dihydroxylboranyl-4-fluoro-benzoic acid from Step 1 (1.2 eq), Pd(PPh3)4 (0.05 eq) and aqueous Na2CO3 (2.0M; 4.0 eq) in propanol (0.1M) was stirred at 90° C. for 12 h. The resulting mixture was cooled to room temperature, poured in saturated aqueous NH4Cl, the pH was adjusted to 5 with HCl (10%) and extracted with EtOAc (2×). The combined organic extracts were washed with brine, dried over MgSO4, filtered. Upon concentration the desired compound crystalliz... Starting materials: CCO, CC(C)(C)OC(=O)c1nc2cc([N+](=O)[O-])ccc2[nH]1, O=[Pt]=O. Yields the product CC(C)(C)OC(=O)c1nc2cc(N)ccc2[nH]1. Reaction SMILES: [CH3:20][CH2:21][OH:22].[N+:1]([O-:2])(=[O:3])[c:4]1[cH:5][c:6]2[c:7]([nH:8][c:9]([C:11](=[O:12])[O:13][C:14]([CH3:15])([CH3:16])[CH3:17])[n:10]2)[cH:18][cH:19]1.[Pt:23](=[O:24])=[O:25]>>[NH2:1][c:4]1[cH:5][c:6]2[c:7]([nH:8][c:9]([C:11](=[O:12])[O:13][C:14]([CH3:15])([CH3:16])[CH3:17])[n:10]2)[cH:18][cH:19]1. Starting materials: FC=1C=C(C=C(C1)SC=1C=C2C=CC(C2=CC1)=O)C1(CCOCC1)OC (5-[5-fluoro-3-(4-methoxytetrahydropyran-4-yl)phenylthio]inden-1-one), Cl.NO (hydroxylamine hydrochloride). Yields the product FC=1C=C(C=C(C1)SC=1C=C2C=CC(C2=CC1)=NO)C1(CCOCC1)OC (5-[5-fluoro-3-(4-methoxytetrahydropyran-4-yl)phenylthio]inden-1-one oxime). Isolated yield 43.0%. RXN SMILES: [F:1][C:2]1[CH:3]=[C:4]([C:19]2([O:25][CH3:26])[CH2:24][CH2:23][O:22][CH2:21][CH2:20]2)[CH:5]=[C:6]([S:8][C:9]2[CH:10]=[C:11]3[C:15](=[CH:16][CH:17]=2)[C:14](=O)[CH:13]=[CH:12]3)[CH:7]=1.Cl.[NH2:28][OH:29]>>[F:1][C:2]1[CH:3]=[C:4]([C:19]2([O:25][CH3:26])[CH2:24][CH2:23][O:22][CH2:21][CH2:20]2)[CH:5]=[C:6]([S:8][C:9]2[CH:10]=[C:11]3[C:15](=[CH:16][CH:17]=2)[C:14](=[N:28][OH:29])[CH:13]=[CH:12]3)[CH:7]=1 |f:1.2|. Procedure details: Using an analogous procedure to that described in Example 50, 5-[5-fluoro-3-(4-methoxytetrahydropyran-4-yl)phenylthio]inden-1-one was reacted with hydroxylamine hydrochloride to give 5-[5-fluoro-3-(4-methoxytetrahydropyran-4-yl)phenylthio]inden-1-one oxime in 43% yield, m.p.124°-136° C., as a 11:9 mixture of the (E)- and (Z)-isomers;